This data is from the Open Reaction Database (ORD), a public repository of structured organic reaction records. The task is: describe an organic reaction: reactants, conditions, products, and yield The reactants are P(=O)(Cl)(Cl)Cl (Phosphorous oxychloride), O1CCC2=C1C=CC=C2 (2,3-dihydrobenzofuran), CN(C)C=O (DMF), ice water. Reaction conditions: temperature 82.5 celsius, time 4.5 hour. Yields the product O1CCC2=C1C=CC(=C2)C=O (2,3-dihydrobenzofuran-5-carboxaldehyde). The yield is 85.0%. Reaction SMILES: P(Cl)(Cl)(Cl)=O.[O:6]1[C:10]2[CH:11]=[CH:12][CH:13]=[CH:14][C:9]=2[CH2:8][CH2:7]1.CN([CH:18]=[O:19])C>>[O:6]1[C:10]2[CH:11]=[CH:12][C:13]([CH:18]=[O:19])=[CH:14][C:9]=2[CH2:8][CH2:7]1. Procedure details: Phosphorous oxychloride (255.58 g, 1.666 mol) was slowly added to a solution of DMF (355.0 ml) and 2,3-dihydrobenzofuran (100 g, 0.833 mol) maintaining the temperature 80-85° C. The reaction mixture was stirred for 4-5 hr and the reaction progress monitored by HPLC. The reaction mixture was then poured into ice water and extracted with toluene (2000 ml). The organic layer was washed with 5% sodium bicarbonate solution (500 ml) and then 10% brine solution (500 ml). The organic layer was distilled... Starting materials: [OH-].[Na+] (sodium hydroxide), C(C)OC(C(CC(=O)OCC)=O)OCC (ethyl 4,4-diethoxyacetoacetate), CC(=CCCl)C (3-methyl-2-butenyl chloride), [O-]CC.[Na+] (sodium ethoxide). Product: C(C)OC(C(CCC=C(C)C)=O)OCC (1,1-Diethoxy-6-methyl-5-hepten-2-one). Isolated yield 57.2%. Reaction SMILES: [CH2:1]([O:3][CH:4]([O:13][CH2:14][CH3:15])[C:5](=[O:12])[CH2:6][C:7](OCC)=O)[CH3:2].[CH3:16][C:17]([CH3:21])=[CH:18]CCl.[O-]CC.[Na+].[OH-].[Na+]>>[CH2:14]([O:13][CH:4]([O:3][CH2:1][CH3:2])[C:5](=[O:12])[CH2:6][CH2:7][CH:16]=[C:17]([CH3:21])[CH3:18])[CH3:15] |f:2.3,4.5|. Reported procedure: Following the procedure stated in Referential example 1, reaction of 7.3 g of ethyl 4,4-diethoxyacetoacetate with 4.0 g of 3-methyl-2-butenyl chloride was carried out in the presence of sodium ethoxide and the resultant was decarboxylated with the alcoholic sodium hydroxide to yield 4.1 g of the desired product, b.p. 102°-103° C./ 1 mmHg. Starting materials: O=C(NC1Cc2cc(-c3ccccc3)cnc2N(Cc2ccccc2)C1=O)OCc1ccccc1, C1CCOC1, CO, [Pd]. The product is NC1Cc2cc(-c3ccccc3)cnc2N(Cc2ccccc2)C1=O. Reaction SMILES: [CH2:1]([c:2]1[cH:3][cH:4][cH:5][cH:6][cH:7]1)[N:8]1[C:9](=[O:35])[CH:10]([NH:24][C:25](=[O:26])[O:27][CH2:28][c:29]2[cH:30][cH:31][cH:32][cH:33][cH:34]2)[CH2:11][c:12]2[cH:13][c:14](-[c:18]3[cH:19][cH:20][cH:21][cH:22][cH:23]3)[cH:15][n:16][c:17]21.[CH2:36]1[O:37][CH2:38][CH2:39][CH2:40]1.[CH3:41][OH:42].[Pd:43]>>[CH2:1]([c:2]1[cH:3][cH:4][cH:5][cH:6][cH:7]1)[N:8]1[C:9](=[O:35])[CH:10]([NH2:24])[CH2:11][c:12]2[cH:13][c:14](-[c:18]3[cH:19][cH:20][cH:21][cH:22][cH:23]3)[cH:15][n:16][c:17]21. Starting materials: ClC1=CC=C2C(=CNC2=C1)C=1CCN(CC1)CCC1CNC2=CC=CC=C12 (6-chloro-3-[1-[2-(2,3-dihydro-1H-indol-3-yl)ethyl]-1,2,3,6-tetrahydropyridin-4-yl]-1H-indole), C(C(=O)[O-])(=O)[O-] (oxalate), CN=C=O (methylisocyanate). The solvent is ClCCl (dichloromethane), ClCCl (dichloromethane). Conditions: time 16 hour. Product: C(C(=O)O)(=O)O.ClC1=CC=C2C(=CNC2=C1)C=1CCN(CC1)CCC1CN(C2=CC=CC=C12)C(=O)NC (6-Chloro-3-[1-[2-(2,3-dihydro-1-methylaminocarbonyl-1H-indol-3-yl)ethyl]-1,2,3,6-tetrahydropyridin-4-yl]-1H-indole oxalate). Reaction SMILES: [Cl:1][C:2]1[CH:10]=[C:9]2[C:5]([C:6]([C:11]3[CH2:12][CH2:13][N:14]([CH2:17][CH2:18][CH:19]4[C:27]5[C:22](=[CH:23][CH:24]=[CH:25][CH:26]=5)[NH:21][CH2:20]4)[CH2:15][CH:16]=3)=[CH:7][NH:8]2)=[CH:4][CH:3]=1.[C:28]([O-:33])(=[O:32])[C:29]([O-:31])=[O:30].[CH3:34][N:35]=[C:36]=[O:37]>ClCCl>[C:28]([OH:33])(=[O:32])[C:29]([OH:31])=[O:30].[Cl:1][C:2]1[CH:10]=[C:9]2[C:5]([C:6]([C:11]3[CH2:12][CH2:13][N:14]([CH2:17][CH2:18][CH:19]4[C:27]5[C:22](=[CH:23][CH:24]=[CH:25][CH:26]=5)[N:21]([C:36]([NH:35][CH3:34])=[O:37])[CH2:20]4)[CH2:15][CH:16]=3)=[CH:7][NH:8]2)=[CH:4][CH:3]=1 |f:4.5|. Procedure details: To a solution of 6-chloro-3-[1-[2-(2,3-dihydro-1H-indol-3-yl)ethyl]-1,2,3,6-tetrahydropyridin-4-yl]-1H-indole, oxalate 30a, as the free base, (3.6 g) in dichloromethane (100 ml) was added methylisocyanate (1.4 g) in dichloromethane (20 ml). The mixture was stirred at room temperature for 16 h, and the solvent was removed in vacuo. The residue was purified on silica gel eluted with ethyl acetate-ethanol-triethylamine (90:10:5) to give the crude product, which was recrystallized (methanol-ethyl ac... The reactants are [H-].[Na+] (sodium hydride), ClC(CN1C=NC=C1)C1=CC=C(C=C1)C(F)(F)F (1-[2-chloro-2-(4-trifluoromethylphenyl)ethyl]imidazole), SC1=CC=C(C(=O)OC)C=C1 (methyl 4-mercaptobenzoate). Solvent: CN(C=O)C (dimethylformamide), CN(C=O)C (dimethylformamide). Run at time 30 minute. The product is FC(C1=CC=C(C=C1)C(CN1C=NC=C1)SC1=CC=C(C(=O)OC)C=C1)(F)F (Methyl 4-[1-(4-trifluoromethylphenyl)-2-(imidazol-1-yl)ethylthio]benzoate). Yield: 35.4%. As a reaction SMILES: [H-].[Na+].[SH:3][C:4]1[CH:13]=[CH:12][C:7]([C:8]([O:10][CH3:11])=[O:9])=[CH:6][CH:5]=1.Cl[CH:15]([C:22]1[CH:27]=[CH:26][C:25]([C:28]([F:31])([F:30])[F:29])=[CH:24][CH:23]=1)[CH2:16][N:17]1[CH:21]=[CH:20][N:19]=[CH:18]1>CN(C)C=O>[F:31][C:28]([F:29])([F:30])[C:25]1[CH:26]=[CH:27][C:22]([CH:15]([S:3][C:4]2[CH:5]=[CH:6][C:7]([C:8]([O:10][CH3:11])=[O:9])=[CH:12][CH:13]=2)[CH2:16][N:17]2[CH:21]=[CH:20][N:19]=[CH:18]2)=[CH:23][CH:24]=1 |f:0.1|. Procedure: 292 mg of a 55% w/w suspension of sodium hydride in mineral oil were added to 1.13 g of methyl 4-mercaptobenzoate in 8 ml of dry dimethylformamide, whilst ice-cooling, and the resulting mixture was stirred at room temperature for 30 minutes. 1.61 g of 1-[2-chloro-2-(4-trifluoromethylphenyl)ethyl]imidazole in 7 ml of dry dimethylformamide was added to this solution and the resulting mixture was heated at 60°-70° C. for 6 hours. At the end of this time, the reaction mixture was treated and purifie... The reactants are Compounds, C1C(CC2=CC=CC=C12)NC(OC1=CC=CC=C1)=O (phenyl N-(2-indanyl)carbamate), Cl.CS(=O)(=O)N1CC2(CCNCC2)C2=CC=CC=C12 (1-methanesulfonylspiro[indoline-3,4′-piperidine]hydrochloride). The product is C1C(CC2=CC=CC=C12)NC(=O)N1CCC2(CC1)CN(C1=CC=CC=C12)S(=O)(=O)C (N-(2-indanyl)-1-methanesulfonyl-spiro[indoline-3,4′-piperidine]-1′-carboxamide). RXN SMILES: [CH2:1]1[C:9]2[C:4](=[CH:5][CH:6]=[CH:7][CH:8]=2)[CH2:3][CH:2]1[NH:10][C:11](=[O:19])OC1C=CC=CC=1.Cl.[CH3:21][S:22]([N:25]1[C:38]2[C:33](=[CH:34][CH:35]=[CH:36][CH:37]=2)[C:27]2([CH2:32][CH2:31][NH:30][CH2:29][CH2:28]2)[CH2:26]1)(=[O:24])=[O:23]>>[CH2:3]1[C:4]2[C:9](=[CH:8][CH:7]=[CH:6][CH:5]=2)[CH2:1][CH:2]1[NH:10][C:11]([N:30]1[CH2:31][CH2:32][C:27]2([C:33]3[C:38](=[CH:37][CH:36]=[CH:35][CH:34]=3)[N:25]([S:22]([CH3:21])(=[O:23])=[O:24])[CH2:26]2)[CH2:28][CH2:29]1)=[O:19] |f:1.2|. Reported procedure: Compounds of Examples 85 to 88 were obtained by following the same procedure as in Example 84, except that phenyl N-(2-indanyl)carbamate and 1-methanesulfonylspiro[indoline-3,4′-piperidine]hydrochloride used in Example 84 were replaced with the corresponding starting materials of each desired compound. Reactants: FC(C(CC(=O)C1=CC=CC=C1)=O)(F)F (4,4,4-trifluoro-1-phenylbutane-1,3-dione), O.NN (hydrazine hydrate). The solvent is C(C)O (ethanol). The product is C1(=CC=CC=C1)C1=NNC(=C1)C(F)(F)F (3-Phenyl-5-(trifluoromethyl)-1H-pyrazole). Reaction SMILES: [F:1][C:2]([F:15])([F:14])[C:3](=O)[CH2:4][C:5]([C:7]1[CH:12]=[CH:11][CH:10]=[CH:9][CH:8]=1)=O.O.[NH2:17][NH2:18]>C(O)C>[C:7]1([C:5]2[CH:4]=[C:3]([C:2]([F:15])([F:14])[F:1])[NH:18][N:17]=2)[CH:12]=[CH:11][CH:10]=[CH:9][CH:8]=1 |f:1.2|. Procedure: To a stirred mixture of 4,4,4-trifluoro-1-phenylbutane-1,3-dione (5.0 g, 23.13 mmol) in dry ethanol (100 mL) was added hydrazine hydrate (1.737 g, 34.7 mmol) dropwise. The resulting solution was refluxed for 16 h. The reaction was cooled to room temperature and concentrated. The oil was diluted with saturated NaHCO3 solution and extracted with EtOAc, washed with brine, dried over MgSO4 and concentrated. The residue was purified by silica gel column chromatography to give the title compound as a ...